Task: describe an organic reaction: reactants, conditions, products, and yield. Dataset: the Open Reaction Database (ORD), a public repository of structured organic reaction records The reactants are ClCCl, O=C(O)C(F)(F)F, CC(C)(C)OC(=O)N1CCC(c2cc(-c3ccccn3)n[nH]2)CC1. Yields the product c1ccc(-c2cc(C3CCNCC3)n[nH]2)nc1. As a reaction SMILES: [Cl:32][CH2:33][Cl:34].[OH:25][C:26]([C:27]([F:28])([F:29])[F:30])=[O:31].[n:1]1[c:2](-[c:7]2[n:8][nH:9][c:10]([CH:12]3[CH2:13][CH2:14][N:15]([C:18]([O:19][C:20]([CH3:21])([CH3:22])[CH3:23])=[O:24])[CH2:16][CH2:17]3)[cH:11]2)[cH:3][cH:4][cH:5][cH:6]1>>[n:1]1[c:2](-[c:7]2[nH:8][n:9][c:10]([CH:12]3[CH2:13][CH2:14][NH:15][CH2:16][CH2:17]3)[cH:11]2)[cH:3][cH:4][cH:5][cH:6]1.